From a dataset of the Open Reaction Database (ORD), a public repository of structured organic reaction records. describe an organic reaction: reactants, conditions, products, and yield Starting materials: C[Si](C)(C)C#C (trimethylsilylacetylene), C(CCC)[Li] (n-Butyllithium), C(C)(C)[SiH](Cl)C(C)C (Diisopropylchlorosilane). The solvent is CCCCC (pentane), CCCCC (pentane). Reaction conditions: temperature 0 celsius, time 1 hour. Yields the product C(C)(C)[SiH](C#C[Si](C)(C)C)C(C)C (Diisopropyl(trimethylsilylethynyl)silane). Yield: 97.1%. Reaction SMILES: [CH3:1][Si:2]([C:5]#[CH:6])([CH3:4])[CH3:3].C([Li])CCC.[CH:12]([SiH:15]([CH:17]([CH3:19])[CH3:18])Cl)([CH3:14])[CH3:13]>CCCCC>[CH:12]([SiH:15]([CH:17]([CH3:19])[CH3:18])[C:6]#[C:5][Si:2]([CH3:4])([CH3:3])[CH3:1])([CH3:14])[CH3:13]. Reported procedure: A flame-dried 250-mL round-bottom flask was cooled under nitrogen and placed in an ice bath. Into this flask was added 30 mL pentane and 3.6 g (36 mmol) trimethylsilylacetylene. n-Butyllithium (13.2, 2.5 M in hexane) was added over 12 minutes, and the reaction was allowed to stir for one hour at 0° C. Diisopropylchlorosilane (5.1 g, 34 mmol) was then added, and the reaction stirred overnight. The solution was extracted with pentane (2×40 mL) and the organic layers were washed with water, dried o... Reactants: O=C([O-])[O-], COC(=O)c1ccc(O)c(C#N)c1, CN(C)C=O, CC(C)I, [K+], [K+]. Yields the product COC(=O)c1ccc(OC(C)C)c(C#N)c1. Reaction SMILES: [C:18](=[O:19])([O-:20])[O-:21].[C:1](#[N:2])[c:3]1[cH:4][c:5]([C:6](=[O:7])[O:8][CH3:9])[cH:10][cH:11][c:12]1[OH:13].[CH3:24][N:25]([CH3:26])[CH:27]=[O:28].[I:14][CH:15]([CH3:16])[CH3:17].[K+:22].[K+:23]>>[C:1](#[N:2])[c:3]1[cH:4][c:5]([C:6](=[O:7])[O:8][CH3:9])[cH:10][cH:11][c:12]1[O:13][CH:15]([CH3:16])[CH3:17]. The reactants are [OH-].[Na+] (sodium hydroxide), ON=C(C(=O)OC(C)(C)C)C(C)=O (tert-butyl 2-hydroxyimino-3-oxobutyrate), O (water), resultant solution, S(=O)(=O)(OC)OC (dimethyl sulfate), [OH-].[Na+] (sodium hydroxide), aqueous solution. Solvent: C(Cl)Cl (methylene chloride). Product: CON=C(C(=O)OC(C)(C)C)C(C)=O (tert-butyl 2-methoxyimino-3-oxobutyrate). The yield is 93.3%. RXN SMILES: [OH:1][N:2]=[C:3]([C:11](=[O:13])[CH3:12])[C:4]([O:6][C:7]([CH3:10])([CH3:9])[CH3:8])=[O:5].O.[OH-].[Na+].S(OC)(O[CH3:21])(=O)=O>C(Cl)Cl>[CH3:21][O:1][N:2]=[C:3]([C:11](=[O:13])[CH3:12])[C:4]([O:6][C:7]([CH3:9])([CH3:8])[CH3:10])=[O:5] |f:2.3|. Procedure details: To the tert-butyl 2-hydroxyimino-3-oxobutyrate was added water [6], to which was added 30% sodium hydroxide [800 ml] at 28° C. while stirring to render the pH to 9.0. To the resultant solution was added dimethyl sulfate [1324 g] at 28° to 30° C. in the course of 20 minutes, which was stirred for 4 hours while adding thereto at 25° to 30° C. a 30% aqueous solution of sodium hydroxide [500 ml] to adjust the pH within the range of 8.7 to 9.0. After completion of the reaction, extraction was conduct... Reactants: ClC1=C(C(=CC(=C1)C)Cl)NC1=C(C(=O)O)C=CC=C1 (2-[(2,6-dichloro-4-methylphenyl)amino]benzoic acid), Cl.CNOC (N,O-dimethylhydroxylamine hydrochloride), C(Br)(Br)(Br)Br (carbon tetrabromide), C1(=CC=CC=C1)P(C1=CC=CC=C1)C1=CC=CC=C1 (triphenylphosphine), Cl (HCl). The solvent is ClCCl (dichloromethane), N1=CC=CC=C1 (pyridine). Yields the product ClC1=C(C(=CC=C1C)Cl)NC1=C(C=O)C=CC=C1 (2-[(2,6-dichloro-3-methylphenyl)amino]benzaldehyde). The yield is 120.7%. RXN SMILES: [Cl:1][C:2]1[CH:7]=[C:6](C)[CH:5]=[C:4]([Cl:9])[C:3]=1[NH:10][C:11]1[CH:19]=[CH:18][CH:17]=[CH:16][C:12]=1[C:13]([OH:15])=O.Cl.[CH3:21]NOC.C(Br)(Br)(Br)Br.C1(P(C2C=CC=CC=2)C2C=CC=CC=2)C=CC=CC=1.Cl>ClCCl.N1C=CC=CC=1>[Cl:9][C:4]1[C:5]([CH3:21])=[CH:6][CH:7]=[C:2]([Cl:1])[C:3]=1[NH:10][C:11]1[CH:19]=[CH:18][CH:17]=[CH:16][C:12]=1[CH:13]=[O:15] |f:1.2|. Procedure details: A mixture in dry dichloromethane (135 mL) of 2-[(2,6-dichloro-4-methylphenyl)amino]benzoic acid (meclofenamic acid) (7.0 g, 23.6 mmol), N,O-dimethylhydroxylamine hydrochloride (5.0 g, 51.9 mmol), carbon tetrabromide (17.2 g, 51.9 mmol), triphenylphosphine (13.6 g, 51.9 mmol), and pyridine (10 mL) was stirred at ambient temperature for 48 hours. The reaction mixture was poured into 10% HCl (100 mL) and extracted with ethyl acetate (3×200 mL). The combined organic layers were washed with water and... Starting materials: CN1C(=CC=C1)C(=O)O (1-methyl-2-pyrrolecarboxylic acid), C[Si](C)(C)C=[N+]=[N-] (trimethylsilyldiazomethane). Run in CO (MeOH), O1CCOCC1 (dioxane). Conditions: time 1 hour. Yields the product CN1C(=CC=C1)C(=O)OC (methyl 1-methyl-2-pyrrolecarboxylate). Yield: 99.7%. Reaction SMILES: [CH3:1][N:2]1[CH:6]=[CH:5][CH:4]=[C:3]1[C:7]([OH:9])=[O:8].[CH3:10][Si](C=[N+]=[N-])(C)C>CO.O1CCOCC1>[CH3:1][N:2]1[CH:6]=[CH:5][CH:4]=[C:3]1[C:7]([O:9][CH3:10])=[O:8]. Reported procedure: To a solution of 1-methyl-2-pyrrolecarboxylic acid (1.03 g, 8.22 mmol) in MeOH (5 mL) and dioxane (5 mL) at room temperature, trimethylsilyldiazomethane (2M in ether, 5.0 mL, 10.0 mmol) was added. After being stirred at room temperature for 1 h, the mixture was concentrated in vacuo to give methyl 1-methyl-2-pyrrolecarboxylate as a volatile oil (1.14 g). Starting materials: CN1CCN(C(=O)C2CC(N(C(=O)C3CCCO3)C3CCC(C)(C)CC3)CN2C(=O)C2CN(C(=O)OC(C)(C)C)CC2c2ccc(Cl)cc2)CC1, ClCCl, Cl. Yields the product CN1CCN(C(=O)C2CC(N(C(=O)C3CCCO3)C3CCC(C)(C)CC3)CN2C(=O)C2CNCC2c2ccc(Cl)cc2)CC1. Reaction SMILES: [C:1]([O:2][C:3]([CH3:4])([CH3:5])[CH3:6])(=[O:7])[N:8]1[CH2:9][CH:10]([c:45]2[cH:46][cH:47][c:48]([Cl:51])[cH:49][cH:50]2)[CH:11]([C:13](=[O:14])[N:15]2[CH:16]([C:36](=[O:37])[N:38]3[CH2:39][CH2:40][N:41]([CH3:44])[CH2:42][CH2:43]3)[CH2:17][CH:18]([N:20]([C:21](=[O:22])[CH:23]3[O:24][CH2:25][CH2:26][CH2:27]3)[CH:28]3[CH2:29][CH2:30][C:31]([CH3:34])([CH3:35])[CH2:32][CH2:33]3)[CH2:19]2)[CH2:12]1.[Cl:53][CH2:54][Cl:55].[ClH:52]>>[NH:8]1[CH2:9][CH:10]([c:45]2[cH:46][cH:47][c:48]([Cl:51])[cH:49][cH:50]2)[CH:11]([C:13](=[O:14])[N:15]2[CH:16]([C:36](=[O:37])[N:38]3[CH2:39][CH2:40][N:41]([CH3:44])[CH2:42][CH2:43]3)[CH2:17][CH:18]([N:20]([C:21](=[O:22])[CH:23]3[O:24][CH2:25][CH2:26][CH2:27]3)[CH:28]3[CH2:29][CH2:30][C:31]([CH3:34])([CH3:35])[CH2:32][CH2:33]3)[CH2:19]2)[CH2:12]1.